describe an organic reaction: reactants, conditions, products, and yield From a dataset of the Open Reaction Database (ORD), a public repository of structured organic reaction records. Starting materials: CC(C)=O, CSc1ccc(-c2cnc(OC(C)C3CCN(C(=O)OC(C)C)CC3)cn2)c(F)c1, O. Yields the product CC(C)OC(=O)N1CCC(C(C)Oc2cnc(-c3ccc(S(C)(=O)=O)cc3F)cn2)CC1. RXN SMILES: [CH3:32][C:33]([CH3:34])=[O:35].[F:1][c:2]1[c:3](-[c:10]2[n:11][cH:12][c:13]([O:16][CH:17]([CH3:18])[CH:19]3[CH2:20][CH2:21][N:22]([C:25](=[O:26])[O:27][CH:28]([CH3:29])[CH3:30])[CH2:23][CH2:24]3)[n:14][cH:15]2)[cH:4][cH:5][c:6]([S:8][CH3:9])[cH:7]1.[OH2:31]>>[F:1][c:2]1[c:3](-[c:10]2[n:11][cH:12][c:13]([O:16][CH:17]([CH3:18])[CH:19]3[CH2:20][CH2:21][N:22]([C:25](=[O:26])[O:27][CH:28]([CH3:29])[CH3:30])[CH2:23][CH2:24]3)[n:14][cH:15]2)[cH:4][cH:5][c:6]([S:8]([CH3:9])(=[O:31])=[O:35])[cH:7]1. The reactants are C1(=CC=CC=C1)[C@@H](C=1C=C(OCC2=CC=C(C(=O)O)C=C2)C=CC1)NC(=O)O[C@H]1CN2CCC1CC2 (4-((3-((S)-Phenyl((((R)-quinuclidin-3-yloxy)carbonyl)-amino)methyl)phenoxy)methyl)benzoic acid), Cl.C1(CC1)COC=1C=C(C=CC1OC(F)F)[C@H](CC1=C(C=[N+](C=C1Cl)[O-])Cl)OC(=O)[C@@H]1SCCN1 ([(1S)-1-[3-(cyclopropylmethoxy)-4-(difluoromethoxy)phenyl]-2-(3,5-dichloro-1-oxido-pyridin-1-ium-4-yl)ethyl](2S)-thiazolidine-2-carboxylate hydrochloride), CCN=C=NCCCN(C)C.Cl (EDC.HCl). Yields the product C1(CC1)COC=1C=C(C=CC1OC(F)F)[C@H](CC1=C(C=[N+](C=C1Cl)[O-])Cl)OC(=O)[C@@H]1SCCN1C(C1=CC=C(C=C1)COC1=CC(=CC=C1)[C@@H](NC(=O)O[C@H]1CN2CCC1CC2)C2=CC=CC=C2)=O ([(1S)-1-[3-(cyclopropylmethoxy)-4-(difluoromethoxy)phenyl]-2-(3,5-dichloro-1-oxido-pyridin-1-ium-4-yl)ethyl](2S)-3-[4-[[3-[(S)-phenyl-[[(3R)-quinuclidin-3-yl]oxycarbonylamino]methyl]phenoxy]methyl]benzoyl]thiazolidine-2-carboxylate). The solvent is CN(C)C=O (DMF). Conditions: time 18 hour. Reagents/catalysts: CN(C)C=1C=CN=CC1 (DMAP). Isolated yield 34.3%. Procedure details: To a stirred solution of 4-((3-((S)-Phenyl((((R)-quinuclidin-3-yloxy)carbonyl)-amino)methyl)phenoxy)methyl)benzoic acid (I17, 61 mg, 0.125 mmol) in DMF (2 mL) was added [(1S)-1-[3-(cyclopropylmethoxy)-4-(difluoromethoxy)phenyl]-2-(3,5-dichloro-1-oxido-pyridin-1-ium-4-yl)ethyl](2S)-thiazolidine-2-carboxylate hydrochloride (I5, 71 mg, 0.125 mmol) followed by DMAP (8 mg, 0.06 mmol) and EDC.HCl (48 mg, 0.25 mmol). The mixture was allowed to stir at room temperature for 18 h and then the solvent was ... RXN SMILES: [C:1]1([C@H:7]([NH:25][C:26]([O:28][C@@H:29]2[CH:34]3[CH2:35][CH2:36][N:31]([CH2:32][CH2:33]3)[CH2:30]2)=[O:27])[C:8]2[CH:9]=[C:10]([CH:22]=[CH:23][CH:24]=2)[O:11][CH2:12][C:13]2[CH:21]=[CH:20][C:16]([C:17](O)=[O:18])=[CH:15][CH:14]=2)[CH:6]=[CH:5][CH:4]=[CH:3][CH:2]=1.Cl.[CH:38]1([CH2:41][O:42][C:43]2[CH:44]=[C:45]([C@@H:53]([O:64][C:65]([C@H:67]3[NH:71][CH2:70][CH2:69][S:68]3)=[O:66])[CH2:54][C:55]3[C:60]([Cl:61])=[CH:59][N+:58]([O-:62])=[CH:57][C:56]=3[Cl:63])[CH:46]=[CH:47][C:48]=2[O:49][CH:50]([F:52])[F:51])[CH2:40][CH2:39]1.CCN=C=NCCCN(C)C.Cl>CN(C=O)C.CN(C1C=CN=CC=1)C>[CH:38]1([CH2:41][O:42][C:43]2[CH:44]=[C:45]([C@@H:53]([O:64][C:65]([C@H:67]3[N:71]([C:17](=[O:18])[C:16]4[CH:20]=[CH:21][C:13]([CH2:12][O:11][C:10]5[CH:22]=[CH:23][CH:24]=[C:8]([C@H:7]([C:1]6[CH:6]=[CH:5][CH:4]=[CH:3][CH:2]=6)[NH:25][C:26]([O:28][C@@H:29]6[CH:34]7[CH2:33][CH2:32][N:31]([CH2:36][CH2:35]7)[CH2:30]6)=[O:27])[CH:9]=5)=[CH:14][CH:15]=4)[CH2:70][CH2:69][S:68]3)=[O:66])[CH2:54][C:55]3[C:60]([Cl:61])=[CH:59][N+:58]([O-:62])=[CH:57][C:56]=3[Cl:63])[CH:46]=[CH:47][C:48]=2[O:49][CH:50]([F:52])[F:51])[CH2:40][CH2:39]1 |f:1.2,3.4|. Reactants: [OH-].[K+] (Potassium hydroxide), FC1=C(C=C2C3=C(NC2=C1)C(NCC3)=O)OC (7-fluoro-6-methoxy-2,3,4,9-tetrahydro-1H-pyrido[3,4-b]indol-1-one), C(C)O (ethanol), [OH-].[K+] (potassium hydroxide). Run in O (water). Run at temperature 80 celsius, time 8 hour. Product: NCCC1=C(NC2=CC(=C(C=C12)OC)F)C(=O)O (3-(2-aminoethyl)-6-fluoro-5-methoxy-1H-indole-2-carboxylic acid). Reaction SMILES: [F:1][C:2]1[CH:10]=[C:9]2[C:5]([C:6]3[CH2:14][CH2:13][NH:12][C:11](=[O:15])[C:7]=3[NH:8]2)=[CH:4][C:3]=1[O:16][CH3:17].C([OH:20])C.[OH-].[K+]>O>[NH2:12][CH2:13][CH2:14][C:6]1[C:5]2[C:9](=[CH:10][C:2]([F:1])=[C:3]([O:16][CH3:17])[CH:4]=2)[NH:8][C:7]=1[C:11]([OH:20])=[O:15] |f:2.3|. Procedure: To a mixture of 7-fluoro-6-methoxy-2,3,4,9-tetrahydro-1H-pyrido[3,4-b]indol-1-one (780 mg), ethanol (5.00 mL), and water (5.00 mL) was added potassium hydroxide (1.58 g), followed by stirring at 80° C. overnight. Potassium hydroxide (1.58 g) was added to the reaction mixture, followed by stirring at 100° C. for 6 hours. After cooling to room temperature, the solvent was evaporated under reduced pressure. The obtained residue was dissolved in water (10.0 mL), to the mixture was added acetic acid ... Reactants: C1(=CC=CC=C1)NC(CC#N)=O (N-phenylcyanoacetamide), OC=1C=C(C=O)C=CC1O (3,4-dihydroxybenzaldehyde). Product: C1(=CC=CC=C1)NC(C(=CC1=CC(=C(C=C1)O)O)C#N)=O (N-Phenyl-α-cyano-3,4-dihydroxycinnamamide). Reaction SMILES: [C:1]1([NH:7][C:8](=[O:12])[CH2:9][C:10]#[N:11])[CH:6]=[CH:5][CH:4]=[CH:3][CH:2]=1.[OH:13][C:14]1[CH:15]=[C:16]([CH:19]=[CH:20][C:21]=1[OH:22])[CH:17]=O>>[C:1]1([NH:7][C:8](=[O:12])[C:9]([C:10]#[N:11])=[CH:17][C:16]2[CH:19]=[CH:20][C:21]([OH:22])=[C:14]([OH:13])[CH:15]=2)[CH:6]=[CH:5][CH:4]=[CH:3][CH:2]=1. Procedure: Following the procedure as set forth in Example 6 above, N-phenylcyanoacetamide was condensed with 3,4-dihydroxybenzaldehyde to yield the title compound, m.p. 258° C.